Dataset: the Open Reaction Database (ORD), a public repository of structured organic reaction records. Task: describe an organic reaction: reactants, conditions, products, and yield The reactants are C(C)(C)(C)OC(=O)N1C[C@@H](CCC1)NC1=C(C=CC=C1)N ((R)-3-(2-aminophenylamino)piperidine-1-carboxylic acid tertbutyl ester), C(C1=CC=CC=C1)OC(=O)N[C@H](C(=O)O)C ((S)-2-benzyloxycarbonylaminopropionic acid), C1=CC2=C(N=C1)N(N=N2)O (HOAt), Cl.CN(CCCN=C=NCC)C (N-(3-dimethylaminopropyl)-N′-ethylcarbodiimide hydrochloride), CN1CCOCC1 (4-methylmorpholine). Run in C(Cl)Cl (DCM), C(Cl)Cl (DCM). Run at time 1.5 hour. Product: C(C)(C)(C)OC(=O)N1C[C@@H](CCC1)N1C(=NC2=C1C=CC=C2)[C@H](C)NC(=O)OCC2=CC=CC=C2 ((R)-3-[2-((S)-1-Benzyloxycarbonylaminoethyl)benzoimidazol-1-yl]piperidine-1-carboxylic acid tertbutyl ester). Yield: 74.4%. RXN SMILES: [C:1]([O:5][C:6]([N:8]1[CH2:13][CH2:12][CH2:11][C@@H:10]([NH:14][C:15]2[CH:20]=[CH:19][CH:18]=[CH:17][C:16]=2[NH2:21])[CH2:9]1)=[O:7])([CH3:4])([CH3:3])[CH3:2].[CH2:22]([O:29][C:30]([NH:32][C@@H:33]([CH3:37])[C:34](O)=O)=[O:31])[C:23]1[CH:28]=[CH:27][CH:26]=[CH:25][CH:24]=1.C1C=NC2N(O)N=NC=2C=1.Cl.CN(C)CCCN=C=NCC.CN1CCOCC1>C(Cl)Cl>[C:1]([O:5][C:6]([N:8]1[CH2:13][CH2:12][CH2:11][C@@H:10]([N:14]2[C:15]3[CH:20]=[CH:19][CH:18]=[CH:17][C:16]=3[N:21]=[C:37]2[C@@H:33]([NH:32][C:30]([O:29][CH2:22][C:23]2[CH:24]=[CH:25][CH:26]=[CH:27][CH:28]=2)=[O:31])[CH3:34])[CH2:9]1)=[O:7])([CH3:4])([CH3:2])[CH3:3] |f:3.4|. Reported procedure: A mixture of (R)-3-(2-aminophenylamino)piperidine-1-carboxylic acid tertbutyl ester (2.25 g, 7.72 mmol), (S)-2-benzyloxycarbonylaminopropionic acid (1.9 g, 8.49 mmol), HOAt (1.16 g, 8.49 mmol), N-(3-dimethylaminopropyl)-N′-ethylcarbodiimide hydrochloride (1.63 g, 8.49 mmol) and 4-methylmorpholine (1.87 mL, 16.98 mmol) in anhydrous DCM (50 mL) was stirred at RT for 1.5 h. The reaction mixture was diluted with DCM (200 mL) and washed with a 10% citric acid solution, followed by a saturated solutio... Reactants: N1C=CC2=CC=CC=C12 (indole), CN[C@H]1[C@@H](CCCC1)NC (trans-N,N′-dimethyl-1,2-cyclohexanediamine), ClC1=NC=CC=C1 (2-chloropyridine), [O-]P(=O)([O-])[O-].[K+].[K+].[K+] (K3PO4). The reagents and catalysts are [Cu]I (CuI). The solvent is CCCCCC.C(C)(=O)OCC (hexane ethyl acetate), C1(=CC=CC=C1)C (toluene). Product: C1(=CC=CC=C1)N1C=C(CCN)C2=CC=CC=C12 (1-Phenyltryptamine). Isolated yield 410.5%. As a reaction SMILES: [NH:1]1[C:9]2[C:4](=[CH:5][CH:6]=[CH:7][CH:8]=2)[CH:3]=[CH:2]1.Cl[C:11]1[CH:16]=CC=C[N:12]=1.[O-]P([O-])([O-])=O.[K+].[K+].[K+].CN[C@@H:27]1[CH2:32][CH2:31][CH2:30][CH2:29][C@H:28]1NC>[Cu]I.CCCCCC.C(OCC)(=O)C.C1(C)C=CC=CC=1>[C:27]1([N:1]2[C:9]3[C:4](=[CH:5][CH:6]=[CH:7][CH:8]=3)[C:3]([CH2:16][CH2:11][NH2:12])=[CH:2]2)[CH:28]=[CH:29][CH:30]=[CH:31][CH:32]=1 |f:2.3.4.5,8.9|. Reported procedure: Using the general procedure, indole (0.117 g, 1.00 mmol) was coupled with 2-chloropyridine (113 μL, 1.20 mmol) using CuI (9.5 mg, 0.050 mmol, 5.0 mol %), K3PO4 (2.1 mmol), trans-N,N′-dimethyl-1,2-cyclohexanediamine (32 μL, 0.20 mmol, 20 mol %) and toluene (1.0 mL) to give the crude product. Column chromatography (2×15 cm, hexane:ethyl acetate 9:1) provided 0.194 g (100% yield) of the product as a yellow oil. 1H NMR (400 MHz, CDCl3): δ9.24 (s, 1H), 9.05 (s, 1H), 8.41 (s, 1H), 7.75 (m, 2H), 7.60 (... Procedure details: tert-Butyl (1S,4S)-2,5-diazabicyclo[2.2.1]heptane-2-carboxylate, prepared as described in (J. Med. Chem., (1988) 31, 1598-1611), and commercially available 2,5-dichloropyridine were processed as described in Example 2A to provide the title compound (99% yield). Reaction SMILES: [C@H:1]12[CH2:7][C@H:4]([NH:5][CH2:6]1)[CH2:3][N:2]2[C:8]([O:10][C:11]([CH3:14])([CH3:13])[CH3:12])=[O:9].Cl[C:16]1[CH:21]=[CH:20][C:19]([Cl:22])=[CH:18][N:17]=1>>[Cl:22][C:19]1[CH:20]=[CH:21][C:16]([N:5]2[CH2:6][C@@H:1]3[CH2:7][C@H:4]2[CH2:3][N:2]3[C:8]([O:10][C:11]([CH3:14])([CH3:13])[CH3:12])=[O:9])=[N:17][CH:18]=1. Starting materials: [C@@H]12N(C[C@@H](NC1)C2)C(=O)OC(C)(C)C (tert-Butyl (1S,4S)-2,5-diazabicyclo[2.2.1]heptane-2-carboxylate), ClC1=NC=C(C=C1)Cl (2,5-dichloropyridine). Yields the product ClC=1C=CC(=NC1)N1[C@@H]2CN([C@H](C1)C2)C(=O)OC(C)(C)C (tert-butyl (1S,4S)-5-(5-chloro-2-pyridinyl)-2,5-diazabicyclo[2.2.1]heptane-2-carboxylate). Yield: 99.0%. Reactants: CC(CBr)C(=O)N1CSCC1C(=O)O, O=C([O-])[O-], C1CCC(NC2CCCCC2)CC1, NS(=O)(=O)c1cc(C([O-])=S)ccc1Cl, [K+], [K+], [K+], O. Yields the product CC(CSC(=O)c1ccc(Cl)c(S(N)(=O)=O)c1)C(=O)N1CSCC1C(=O)O, C1CCC(NC2CCCCC2)CC1. As a reaction SMILES: [Br:7][CH2:8][CH:9]([C:10](=[O:11])[N:12]1[CH2:13][S:14][CH2:15][CH:16]1[C:17](=[O:18])[OH:19])[CH3:20].[C:1](=[O:2])([O-:3])[O-:4].[CH:36]1([NH:42][CH:43]2[CH2:44][CH2:45][CH2:46][CH2:47][CH2:48]2)[CH2:37][CH2:38][CH2:39][CH2:40][CH2:41]1.[Cl:21][c:22]1[c:23]([S:31]([NH2:32])(=[O:33])=[O:34])[cH:24][c:25]([C:26](=[S:27])[O-:28])[cH:29][cH:30]1.[K+:35].[K+:5].[K+:6].[OH2:49]>>[CH2:8]([CH:9]([C:10](=[O:11])[N:12]1[CH2:13][S:14][CH2:15][CH:16]1[C:17](=[O:18])[OH:19])[CH3:20])[S:27][C:26]([c:25]1[cH:24][c:23]([S:31]([NH2:32])(=[O:33])=[O:34])[c:22]([Cl:21])[cH:30][cH:29]1)=[O:28].[CH:36]1([NH:42][CH:43]2[CH2:44][CH2:45][CH2:46][CH2:47][CH2:48]2)[CH2:37][CH2:38][CH2:39][CH2:40][CH2:41]1. Starting materials: CS(C)=O, CCOC(C)=O, C[S+](C)(C)=O, CC(OC1CCCCO1)C(=O)c1ccc(F)cc1F, [H-], [I-], [Na+], O. Yields the product CC(OC1CCCCO1)C1(c2ccc(F)cc2F)CO1. Reaction SMILES: [CH3:1][S:2](=[O:3])[CH3:4].[CH3:32][CH2:33][O:34][C:35](=[O:36])[CH3:37].[CH3:8][S+:9]([CH3:10])([CH3:11])=[O:12].[F:13][c:14]1[c:15]([C:21]([CH:22]([CH3:23])[O:24][CH:25]2[O:26][CH2:27][CH2:28][CH2:29][CH2:30]2)=[O:31])[cH:16][cH:17][c:18]([F:20])[cH:19]1.[H-:5].[I-:7].[Na+:6].[OH2:38]>>[CH2:8]1[C:21]([c:15]2[c:14]([F:13])[cH:19][c:18]([F:20])[cH:17][cH:16]2)([CH:22]([CH3:23])[O:24][CH:25]2[O:26][CH2:27][CH2:28][CH2:29][CH2:30]2)[O:31]1. The reactants are C(C)(C)NC(C)C.[Li] (lithium diisopropylamine), N1=C(C=CC=C1)CCN1C(CCC1)=O (1-(2-(pyridin-2-yl)-ethyl)pyrrolidin-2-one), C(C)(=O)O (acetic acid), C(CC)Br (1-propyl bromide). The solvent is C1CCOC1 (THF). Conditions: temperature -78 celsius, time 1.5 hour. Product: C(CC)C1C(N(CC1)CCC1=NC=CC=C1)=O (3-propyl-1-(2-(pyridin-2-yl)ethyl)pyrrolidin-2-one). Reaction SMILES: [CH:1](NC(C)C)([CH3:3])[CH3:2].[Li].[N:9]1[CH:14]=[CH:13][CH:12]=[CH:11][C:10]=1[CH2:15][CH2:16][N:17]1[CH2:21][CH2:20][CH2:19][C:18]1=[O:22].C(Br)CC.C(O)(=O)C>C1COCC1>[CH2:2]([CH:19]1[CH2:20][CH2:21][N:17]([CH2:16][CH2:15][C:10]2[CH:11]=[CH:12][CH:13]=[CH:14][N:9]=2)[C:18]1=[O:22])[CH2:1][CH3:3] |f:0.1,^1:7|. Procedure details: To a 2 M lithium diisopropylamine solution in THF of −78° C. is added 1-(2-(pyridin-2-yl)-ethyl)pyrrolidin-2-one and the mixture is stirred for 1.5 h at −78° C. Then 1-propyl bromide is added and the reaction is stirred for another 1.5 h at −78° C. The reaction mixture is allowed to warm up to 0° C. before ice-cold water with acetic acid is added and subsequently extracted 3 times with dichloromethane. The dichloromethane is concentrated in vacuo and the residue is dissolved in dichloromethane, ... Starting materials: CCO, CCOC(=O)CC1Cc2ccc(CCCCOC3CCCCO3)cc2Cc2ccccc21, O, Cc1ccc(S(=O)(=O)O)cc1. The product is CCOC(=O)CC1Cc2ccc(CCCCO)cc2Cc2ccccc21. RXN SMILES: [CH3:45][CH2:46][OH:47].[O:1]1[CH2:2][CH2:3][CH2:4][CH2:5][CH:6]1[O:7][CH2:8][CH2:9][CH2:10][CH2:11][c:12]1[cH:13][cH:14][c:15]2[c:16]([cH:32]1)[CH2:17][c:18]1[c:19]([cH:28][cH:29][cH:30][cH:31]1)[CH:20]([CH2:22][C:23](=[O:24])[O:25][CH2:26][CH3:27])[CH2:21]2.[OH2:33].[c:34]1([CH3:35])[cH:36][cH:37][c:38]([S:39]([OH:40])(=[O:41])=[O:42])[cH:43][cH:44]1>>[OH:7][CH2:8][CH2:9][CH2:10][CH2:11][c:12]1[cH:13][cH:14][c:15]2[c:16]([cH:32]1)[CH2:17][c:18]1[c:19]([cH:28][cH:29][cH:30][cH:31]1)[CH:20]([CH2:22][C:23](=[O:24])[O:25][CH2:26][CH3:27])[CH2:21]2. Reactants: CS(=O)(=O)OCC (ethyl methanesulphonate), lithium hexamethyldisilylamide, C(C)(=O)C=1SC(=CC1)Cl (2-acetyl-5-chlorothiophene). Solvent: C1CCOC1 (THF), C1CCOC1 (THF). Conditions: temperature -78 celsius, time 30 minute. The product is ClC1=CC=C(S1)C(CS(=O)(=O)OCC)(C)O (Ethyl 2-(5-chloro-2-thienyl)-2-hydroxy-1-propanesulfonate). Isolated yield 95.6%. Reaction SMILES: [CH3:1][S:2]([O:5][CH2:6][CH3:7])(=[O:4])=[O:3].[C:8]([C:11]1[S:12][C:13]([Cl:16])=[CH:14][CH:15]=1)(=[O:10])[CH3:9]>C1COCC1>[Cl:16][C:13]1[S:12][C:11]([C:8]([OH:10])([CH3:9])[CH2:1][S:2]([O:5][CH2:6][CH3:7])(=[O:4])=[O:3])=[CH:15][CH:14]=1. Procedure: A solution of ethyl methanesulphonate (4.97 g) in THF (20 ml) was added dropwise to a solution of lithium hexamethyldisilylamide (42.0 ml of 1M solution in THF plus 20 ml of THF) at −78° C. under nitrogen, and the solution was stirred for 30 min. A solution of 2-acetyl-5-chlorothiophene (6.75 g) in THF (70 ml) was added to this over 15 min and the temperature maintained at −78° C. for 90 min. The reaction was quenched with saturated aqueous ammonium chloride and the mixture extracted with ethyl ... The reactants are CC(C)(C)OC(=O)N1CCCC1COc1ccc(I)cc1, Oc1ccc(-n2cncn2)cc1. Product: CC(C)(C)OC(=O)N1CCCC1COc1ccc(Oc2ccc(-n3cncn3)cc2)cc1. RXN SMILES: [C:13]([CH3:14])([CH3:15])([CH3:16])[O:17][C:18](=[O:19])[N:20]1[CH:21]([CH2:25][O:26][c:27]2[cH:28][cH:29][c:30]([I:33])[cH:31][cH:32]2)[CH2:22][CH2:23][CH2:24]1.[n:1]1(-[c:6]2[cH:7][cH:8][c:9]([OH:12])[cH:10][cH:11]2)[n:2][cH:3][n:4][cH:5]1>>[n:1]1(-[c:6]2[cH:7][cH:8][c:9]([O:12][c:30]3[cH:29][cH:28][c:27]([O:26][CH2:25][CH:21]4[N:20]([C:18]([O:17][C:13]([CH3:14])([CH3:15])[CH3:16])=[O:19])[CH2:24][CH2:23][CH2:22]4)[cH:32][cH:31]3)[cH:10][cH:11]2)[n:2][cH:3][n:4][cH:5]1. The reactants are N-Aryl-benzenesulfonamides, NC1=C(C=C(C=C1)Cl)C(=O)C1=NC=CC=N1 ((2-Amino-5-chloro-phenyl)-pyrimidin-2-yl-methanone), O1C=NC=C1C1=CC=C(C=C1)S(=O)(=O)Cl (4-oxazol-5-yl-benzenesulfonyl chloride). Yields the product ClC1=CC(=C(C=C1)NS(=O)(=O)C1=CC=C(C=C1)C1=CN=CO1)C(=O)C1=NC=CC=N1 (N-[4-Chloro-2-(pyrimidine-2-carbonyl)-phenyl]-4-oxazol-5-yl-benzenesulfonamide). As a reaction SMILES: [NH2:1][C:2]1[CH:7]=[CH:6][C:5]([Cl:8])=[CH:4][C:3]=1[C:9]([C:11]1[N:16]=[CH:15][CH:14]=[CH:13][N:12]=1)=[O:10].[O:17]1[C:21]([C:22]2[CH:27]=[CH:26][C:25]([S:28](Cl)(=[O:30])=[O:29])=[CH:24][CH:23]=2)=[CH:20][N:19]=[CH:18]1>>[Cl:8][C:5]1[CH:6]=[CH:7][C:2]([NH:1][S:28]([C:25]2[CH:26]=[CH:27][C:22]([C:21]3[O:17][CH:18]=[N:19][CH:20]=3)=[CH:23][CH:24]=2)(=[O:29])=[O:30])=[C:3]([C:9]([C:11]2[N:12]=[CH:13][CH:14]=[CH:15][N:16]=2)=[O:10])[CH:4]=1. Reported procedure: The title compound was prepared according to the general procedure for the synthesis of N-Aryl-benzenesulfonamides previously described using 116 mg of (2-Amino-5-chloro-phenyl)-pyrimidin-2-yl-methanone and 122 mg of 4-oxazol-5-yl-benzenesulfonyl chloride. 1H-NMR (400 MHz, CDCl3): δ 7.43 (s,1H), 7.45 (m, 1H), 7.50 (m,1H), 7.55 (m,1H), 7.64 (m, 2H), 7.66 (d, 1H, J=8.8 Hz), 7.86 (m, 2H), 7.97 (s, 1H), 8.86 (d, 2H), 10.63 (s, 1H). MS: m/z441.9 (M++1).